From a dataset of the Open Reaction Database (ORD), a public repository of structured organic reaction records. describe an organic reaction: reactants, conditions, products, and yield Reactants: CNC1=CC=CC=C1 (N-methylaniline), ClCCC1CN(C(N2C1=NC1=C2C=CC=C1)=O)C (4-(2-chloroethyl)-3,4-dihydro-2-methylpyrimido[1,6-a]benzimidazol-1(2H)-one). Conditions: temperature 90 celsius, time 2 hour. Yields the product CN1C(N2C(=NC3=C2C=CC=C3)C(C1)CCN(C1=CC=CC=C1)C)=O (3,4-Dihydro-2-methyl-4-[2-(methylphenylamino)ethyl]pyrimido[1.6-a]benzimidazol-1(2H)-one). RXN SMILES: [CH3:1][NH:2][C:3]1[CH:8]=[CH:7][CH:6]=[CH:5][CH:4]=1.Cl[CH2:10][CH2:11][CH:12]1[C:17]2=[N:18][C:19]3[CH:24]=[CH:23][CH:22]=[CH:21][C:20]=3[N:16]2[C:15](=[O:25])[N:14]([CH3:26])[CH2:13]1>>[CH3:26][N:14]1[CH2:13][CH:12]([CH2:11][CH2:10][N:2]([CH3:1])[C:3]2[CH:8]=[CH:7][CH:6]=[CH:5][CH:4]=2)[C:17]2=[N:18][C:19]3[CH:24]=[CH:23][CH:22]=[CH:21][C:20]=3[N:16]2[C:15]1=[O:25]. Procedure details: To 15 mL of N-methylaniline was added 3.5 g (0.0133 mol) of 4-(2-chloroethyl)-3,4-dihydro-2-methylpyrimido[1,6-a]benzimidazol-1(2H)-one. The reaction mixture was heated to 90° C. (oil bath) for 2 days, and the excess N-methylaniline removed in vacuo at 80° C., 0.5 mm Hg. The residue was dissolved in 100 mL of CH2Cl2, washed with 2×100 mL of 1N NaOH, dried over Na2SO4, filtered, and concentrated by rotary evaporation. The residue was subjected to high vacuum (0.5 mm, Hg) at 85° C. for 2 hr, and t... Reactants: COC1=CC=2C(C3=CC=CC=C3C2C=C1)=O (2-methoxy-9-fluorenon). Solvent: C1CCOC1 (THF), C1CCOC1 (THF). Reaction conditions: time 6 hour. Yields the product COC1=CC=2C(C3=CC=CC=C3C2C=C1)O (2-methoxy-9-fluorenol). Yield: 92.6%. As a reaction SMILES: [CH3:1][O:2][C:3]1[CH:15]=[CH:14][C:13]2[C:12]3[C:7](=[CH:8][CH:9]=[CH:10][CH:11]=3)[C:6](=[O:16])[C:5]=2[CH:4]=1>C1COCC1>[CH3:1][O:2][C:3]1[CH:15]=[CH:14][C:13]2[C:12]3[C:7](=[CH:8][CH:9]=[CH:10][CH:11]=3)[CH:6]([OH:16])[C:5]=2[CH:4]=1. Procedure: A solution of 2-methoxy-9-fluorenon (6 g, 28.5 mmol) in 30 mL of THF was charged with 1M THF solution of BH3 -THF complex (60 mL, 60 mmol) at 0° C. The reaction mixture was stirred for 6 hr at room temperature, then quenched with water (100 mL). The resulting precipitate was filtered off, washed with water and dried to afford 5.6 g (93.3%) of pure 2-methoxy-9-fluorenol. Starting materials: N(=NC(=O)OCC)C(=O)OCC (diethyl azodicarboxylate), COC1=C(CN2S(NCC2=O)(=O)=O)C=CC(=C1)OC (2-(2,4-dimethoxybenzyl)-1,1-dioxo-1,2,5-thiadiazolidin-3-one), C(C)(C)(C)OC(NCC1=CC=C(C=C1)CO)=O ((4-hydroxymethyl-benzyl)-carbamic acid t-butyl ester), C1(=CC=CC=C1)P(C1=CC=CC=C1)C1=CC=CC=C1 (triphenylphosphine). The solvent is C1CCOC1 (THF). Reaction conditions: time 10 minute. Yields the product C(C)(C)(C)OC(NCC1=CC=C(C=C1)CN1S(N(C(C1)=O)CC1=C(C=C(C=C1)OC)OC)(=O)=O)=O ({4-[5-(2,4-dimethoxy-benzyl)-1,1,4-trioxo-1,2,5-thiadiazolidin-2-ylmethyl]-benzyl}-carbamic acid t-butyl ester). Reaction SMILES: [CH3:1][O:2][C:3]1[CH:17]=[C:16]([O:18][CH3:19])[CH:15]=[CH:14][C:4]=1[CH2:5][N:6]1[C:10](=[O:11])[CH2:9][NH:8][S:7]1(=[O:13])=[O:12].[C:20]([O:24][C:25](=[O:36])[NH:26][CH2:27][C:28]1[CH:33]=[CH:32][C:31]([CH2:34]O)=[CH:30][CH:29]=1)([CH3:23])([CH3:22])[CH3:21].C1(P(C2C=CC=CC=2)C2C=CC=CC=2)C=CC=CC=1.N(C(OCC)=O)=NC(OCC)=O>C1COCC1>[C:20]([O:24][C:25](=[O:36])[NH:26][CH2:27][C:28]1[CH:29]=[CH:30][C:31]([CH2:34][N:8]2[CH2:9][C:10](=[O:11])[N:6]([CH2:5][C:4]3[CH:14]=[CH:15][C:16]([O:18][CH3:19])=[CH:17][C:3]=3[O:2][CH3:1])[S:7]2(=[O:13])=[O:12])=[CH:32][CH:33]=1)([CH3:23])([CH3:22])[CH3:21]. Procedure details: A solution of the title B compound in Example 9, 2-(2,4-dimethoxybenzyl)-1,1-dioxo-1,2,5-thiadiazolidin-3-one (742 mg, 2.59 mmol) and (4-hydroxymethyl-benzyl)-carbamic acid t-butyl ester (738 mg, 3.11 mmol) in THF (15 mL) is treated with triphenylphosphine (1.36 g, 5.18 mmol). The mixture is stirred for 10 min and diethyl azodicarboxylate (902 mg, 5.18 mmol) is added dropwise over 1 min. The mixture is stirred for 72 h. The solvent is evaporated and the residue is chromatographed on silica gel u... Starting materials: C(CCCC)NC([C@H]1N(CCC1)C([C@@H](NC(=O)OCC1=CC=CC=C1)C)=O)=O (N-benzyloxycarbonyl-L-alanyl-L-proline n-pentylamide), CCOCC (ether). The solvent is 4-N, Br (hydrogen bromide), C(C)(=O)O (acetic acid). Conditions: time 1 hour. The product is C(CCCC)NC([C@H]1N(CCC1)C([C@@H](N)C)=O)=O (L-alanyl-L-proline n-pentylamide). The yield is 152.5%. RXN SMILES: [CH2:1]([NH:6][C:7](=[O:28])[C@@H:8]1[CH2:12][CH2:11][CH2:10][N:9]1[C:13](=[O:27])[C@H:14]([CH3:26])[NH:15]C(OCC1C=CC=CC=1)=O)[CH2:2][CH2:3][CH2:4][CH3:5].CCOCC>Br.C(O)(=O)C>[CH2:1]([NH:6][C:7](=[O:28])[C@@H:8]1[CH2:12][CH2:11][CH2:10][N:9]1[C:13](=[O:27])[C@H:14]([CH3:26])[NH2:15])[CH2:2][CH2:3][CH2:4][CH3:5]. Procedure: 2.5 g of N-benzyloxycarbonyl-L-alanyl-L-proline n-pentylamide were dissolved in 15 ml of 4-N hydrogen bromide in acetic acid and the solution was stirred for 1 hour at room temperature. 150 ml of dry ether were added. An oil precipitated out and was allowed to settle. The ether was decanted off and the procedure repeated using 150 ml of fresh ether. On evaporation there were obtained 2.5 g of L-alanyl-L-proline n-pentylamide in the form of a white solid. Reactants: C(#N)N=C(OC(C)C)C1=CC=NC=C1 (Isopropyl N-cyano-4-pyridinecarboximidate), C1(=CC=CC=C1)SCCN (2-phenylthioethylamine). Solvent: CO (methanol). Run at time 2 hour. Yields the product C(#N)NC(=NCCSC1=CC=CC=C1)C1=CC=NC=C1 (N-cyano-N'-(2-phenylthioethyl)-4-pyridinecarboximidamide). The yield is 65.4%. RXN SMILES: [C:1]([N:3]=[C:4]([C:9]1[CH:14]=[CH:13][N:12]=[CH:11][CH:10]=1)OC(C)C)#[N:2].[C:15]1([S:21][CH2:22][CH2:23][NH2:24])[CH:20]=[CH:19][CH:18]=[CH:17][CH:16]=1>CO>[C:1]([NH:3][C:4]([C:9]1[CH:10]=[CH:11][N:12]=[CH:13][CH:14]=1)=[N:24][CH2:23][CH2:22][S:21][C:15]1[CH:20]=[CH:19][CH:18]=[CH:17][CH:16]=1)#[N:2]. Procedure: Isopropyl N-cyano-4-pyridinecarboximidate (0.50 g, 2.6 mmol) was dissolved in methanol (5 ml), and 2-phenylthioethylamine (0.49 g, 3.2 mmol) was added. The mixture was stirred at room temperature for 2 hours After the reaction was completed, the reaction solution was concentrated under reduced pressure, and the residual concentrate was subjected to chromatography on a silica gel column (WAKO GEL C-200, 10 g) eluting with chloroform-methanol (50:1). The eluted fractions were concentrated under re... Reactants: BrC1=CC=C(C=C1)C=1C(=NC=NC1Cl)Cl (5-(4-bromophenyl)-4,6-dichloro-pyrimidine), [K+].C(C1=CC=CC=C1)NS(=O)(=O)[NH-] (benzylsulfamide potassium salt). Solvent: CS(=O)C (DMSO), C(CC(O)(C(=O)O)CC(=O)O)(=O)O (citric acid). Yields the product ClC1=C(C(=NC=N1)NS(NCC1=CC=CC=C1)(=O)=O)C1=CC=C(C=C1)Br (Benzyl-sulfamic acid [6-chloro-5-(4-bromophenyl)-pyrimidin-4-yl]-amide). Yield: 102.7%. Reaction SMILES: [Br:1][C:2]1[CH:7]=[CH:6][C:5]([C:8]2[C:9]([Cl:15])=[N:10][CH:11]=[N:12][C:13]=2Cl)=[CH:4][CH:3]=1.[K+].[CH2:17]([NH:24][S:25]([NH-:28])(=[O:27])=[O:26])[C:18]1[CH:23]=[CH:22][CH:21]=[CH:20][CH:19]=1>CS(C)=O.C(O)(=O)CC(CC(O)=O)(C(O)=O)O>[Cl:15][C:9]1[N:10]=[CH:11][N:12]=[C:13]([NH:28][S:25](=[O:26])(=[O:27])[NH:24][CH2:17][C:18]2[CH:23]=[CH:22][CH:21]=[CH:20][CH:19]=2)[C:8]=1[C:5]1[CH:4]=[CH:3][C:2]([Br:1])=[CH:7][CH:6]=1 |f:1.2|. Reported procedure: A solution of 5-(4-bromophenyl)-4,6-dichloro-pyrimidine (4.00 g, 13.2 mmol) and benzylsulfamide potassium salt (7.38 g, 32.9 mmol) in DMSO (30 mL) was stirred at it for 24 h before being diluted with a 10% aq. citric acid solution (200 mL). The suspension that formed was filtered. The collected solid was washed well with water and dried under HV at 40° C. for 48 h to give the expected product as a white powder (6.15 g). As a reaction SMILES: [NH2:1][C:2]1[CH:3]=[C:4]([CH2:8][C:9]([OH:11])=[O:10])[CH:5]=[CH:6][CH:7]=1.O.[C:13]1([CH3:23])[CH:18]=[CH:17][C:16]([S:19]([OH:22])(=[O:21])=[O:20])=[CH:15][CH:14]=1.[CH2:24](O)[C:25]1[CH:30]=[CH:29][CH:28]=[CH:27][CH:26]=1.C([C@@](C(O)=O)(CC(N(CCCl)CCCl)(C1C=CC=C(C)C=1)C(=O)N)NC(OC1C=CC=CC=1)=O)C1C=CC=CC=1>C1(C)C=CC=CC=1>[C:13]1([CH3:23])[CH:14]=[CH:15][C:16]([S:19]([OH:22])(=[O:20])=[O:21])=[CH:17][CH:18]=1.[CH2:24]([O:10][C:9](=[O:11])[CH2:8][C:4]1[CH:5]=[CH:6][CH:7]=[C:2]([NH2:1])[CH:3]=1)[C:25]1[CH:30]=[CH:29][CH:28]=[CH:27][CH:26]=1 |f:1.2,6.7|. Product: C1(=CC=C(C=C1)S(=O)(=O)O)C.C(C1=CC=CC=C1)OC(CC1=CC(=CC=C1)N)=O (3-amino-phenylacetic acid benzyl ester p-toluene sulphonic acid). Reported procedure: 3-amino-phenylacetic acid benzyl ester p-toluene sulphonic acid was prepared by adding 3-aminophenylacetic acid (10 g) and p-toluene sulphonic acid monohydrate (13.2 g) to benzyl alcohol (27.2 ml) in toluene (30 ml). The mixture was heated under reflux and the water formed collected in a Dean-Stark receiver. When all the water had been distilled off the mixture was allowed to cool to 25° C. before diluting with diethyl ether and placing in an ice-bath for 1 hr. The crystalline p-toluene sulphona... Conditions: temperature 25 celsius, time 1 hour. The reactants are C(C1=CC=CC=C1)[C@](NC(=O)OC1=CC=CC=C1)(CC(C(N)=O)(C1=CC(=CC=C1)C)N(CCCl)CCCl)C(=O)O (α-benzyl 4-[N,N-bis(2-chloroethyl)-amino]phenoxycarbonyl-γ-(3-methylphenyl)-L-glutamine), NC=1C=C(C=CC1)CC(=O)O (3-aminophenylacetic acid), O.C1(=CC=C(C=C1)S(=O)(=O)O)C (p-toluene sulphonic acid monohydrate), C(C1=CC=CC=C1)O (benzyl alcohol). Run in C1(=CC=CC=C1)C (toluene).